Dataset: the Open Reaction Database (ORD), a public repository of structured organic reaction records. Task: describe an organic reaction: reactants, conditions, products, and yield Yield: 62.4%. The product is COC1=C(C=O)C(=CN=C1)OC (3,5-dimethoxyisonicotinaldehyde). Run in C1CCOC1 (THF). Procedure: To a solution of 3,5-dimethoxypyridine (3.6 g, 25.90 mmol, 1 eq.) in THF (80 mL) was added BuLi (3M/hexanes, 13.0 mL, 38.85 mmol, 1.5 eq.) at −20° C. The mixture was warmed to 0° C., stirred at 0° C. for 30 min, cooled back down to −78° C., and added DMF (3.8 g, 51.8 mmol, 2 eq.). The mixture was gradually warmed to 0° C., quenched with NH4Cl(sat) solution, and diluted with EtOAc. The aqueous layer was extracted with EtOAc twice. The combined organic layers were washed with brine, dried over Na2... Run at temperature 0 celsius, time 30 minute. Starting materials: COC=1C=NC=C(C1)OC (3,5-dimethoxypyridine), [Li]CCCC (BuLi), CN(C)C=O (DMF). Reaction SMILES: [CH3:1][O:2][C:3]1[CH:4]=[N:5][CH:6]=[C:7]([O:9][CH3:10])[CH:8]=1.[Li]CCCC.CN([CH:19]=[O:20])C>C1COCC1>[CH3:10][O:9][C:7]1[CH:6]=[N:5][CH:4]=[C:3]([O:2][CH3:1])[C:8]=1[CH:19]=[O:20]. Reactants: NC1=CC=CC=C1 (Aniline), CS(=O)(=O)O[C@H](C(=O)OC)C1=CC=CC=C1 ((S)-methyl 2-(methylsulfonyloxy)-2-phenylacetate). Run in CC#N (CH3CN). Reaction conditions: temperature 120 celsius. The product is C1(=CC=CC=C1)[C@H](C(=O)OC)NC1=CC=CC=C1 ((R)-methyl 2-phenyl-2-(phenylamino)acetate). Isolated yield 91.4%. Reaction SMILES: [NH2:1][C:2]1[CH:7]=[CH:6][CH:5]=[CH:4][CH:3]=1.CS(O[C@@H:13]([C:18]1[CH:23]=[CH:22][CH:21]=[CH:20][CH:19]=1)[C:14]([O:16][CH3:17])=[O:15])(=O)=O>CC#N>[C:18]1([C@@H:13]([NH:1][C:2]2[CH:7]=[CH:6][CH:5]=[CH:4][CH:3]=2)[C:14]([O:16][CH3:17])=[O:15])[CH:23]=[CH:22][CH:21]=[CH:20][CH:19]=1. Procedure details: Aniline (16.8 mL, 184 mmol) is added to a solution of (S)-methyl 2-(methylsulfonyloxy)-2-phenylacetate (I5) (22.4 g, 92.0 mmol) in CH3CN (50 mL). The mixture is heated under MW irradiation at 120° C. for 5 minutes (UPLC-MS monitoring: complete conversion). The resulting crude is partitioned between EtOAc (200 mL) and 1N HCl (200 mL) and the aqueous phase is extracted with EtOAc (3×200 mL). The combined organic layers are dried over Na2SO4, filtered and evaporated under vacuum to obtain 20.3 g of... Starting materials: C(C=C)Br (allyl bromide), O (water), [H-].[Na+] (Sodium hydride), FC1=CC2=C(C(OC(N2)=O)=O)C=C1 (7-fluoro-1H-3,1-benzoxazine-2,4-dione). Solvent: CN(C=O)C (dimethylformamide), CN(C=O)C (dimethylformamide). Run at time 1 hour. Yields the product C(C=C)NC=1C(C(=O)O)=CC=C(C1)F (N-allyl-4-fluoroanthranilic acid). Reaction SMILES: [H-].[Na+].[F:3][C:4]1[CH:15]=[CH:14][C:7]2[C:8](=[O:13])[O:9][C:10](=O)[NH:11][C:6]=2[CH:5]=1.[CH2:16](Br)[CH:17]=C.O>CN(C)C=O>[CH2:10]([NH:11][C:6]1[C:7](=[CH:14][CH:15]=[C:4]([F:3])[CH:5]=1)[C:8]([OH:9])=[O:13])[CH:16]=[CH2:17] |f:0.1|. Procedure details: Sodium hydride (0.41 g of 80% suspension in oil) was added to a solution of 7-fluoro-1H-3,1-benzoxazine-2,4-dione (2.5 g) in dimethylformamide (30 ml). The mixture was cooled to keep the temperature below 30° and then stirred for 1 hour until a clear solution was obtained. A solution of allyl bromide (1.2 ml) in dimethylformamide (30 ml) was added dropwise with cooling and the mixture stirred at room temperature overnight. The mixture was poured into water and extracted with dichloromethane. The... Reactants: CN(N=C(C1=C(C=CC=C1F)Cl)Cl)S(=O)(=O)C1=CC=C(C=C1)C (N-methyl-N-(p-toluenesulfonyl)-2-chloro-6-fluorobenzohydrazonoyl chloride), ClC1=C(C=C(C#N)C=C1)OCCCCC (4-chloro-3-pentyloxybenzonitrile), ClC1=C(C=CC=C1)Cl (o-dichlorobenzene). Reagents/catalysts: [Fe](Cl)(Cl)Cl (iron (III) chloride). The solvent is C(Cl)(Cl)Cl (chloroform). Reaction conditions: temperature 140 celsius, time 30 minute. Yields the product ClC1=C(C(=CC=C1)F)C1=NN(C(=N1)C1=CC(=C(C=C1)Cl)OCCCCC)C (3-(2-chloro-6-fluorophenyl)-5-(4-chloro-3-pentyloxyphenyl) 1-methyl-1H-1,2,4triazole). Isolated yield 41.8%. Reaction SMILES: [CH3:1][N:2](S(C1C=CC(C)=CC=1)(=O)=O)[N:3]=[C:4](Cl)[C:5]1[C:10]([F:11])=[CH:9][CH:8]=[CH:7][C:6]=1[Cl:12].[Cl:24][C:25]1[CH:32]=[CH:31][C:28]([C:29]#[N:30])=[CH:27][C:26]=1[O:33][CH2:34][CH2:35][CH2:36][CH2:37][CH3:38].ClC1C=CC=CC=1Cl>C(Cl)(Cl)Cl.[Fe](Cl)(Cl)Cl>[Cl:12][C:6]1[CH:7]=[CH:8][CH:9]=[C:10]([F:11])[C:5]=1[C:4]1[N:30]=[C:29]([C:28]2[CH:31]=[CH:32][C:25]([Cl:24])=[C:26]([O:33][CH2:34][CH2:35][CH2:36][CH2:37][CH3:38])[CH:27]=2)[N:2]([CH3:1])[N:3]=1. Procedure: A mixture of N-methyl-N-(p-toluenesulfonyl)-2-chloro-6-fluorobenzohydrazonoyl chloride (1.10 g), 4-chloro-3-pentyloxybenzonitrile (0.70 g), anhydrous iron (III) chloride (0.60 g) and o-dichlorobenzene (5 ml) is stirred at an oil bath temperature of 140° C. for 30 minutes. After cooling, the reaction mixture is dissolved in chloroform (100 ml), washed with dilute hydrochloric acid, dilute aqueous solution of sodium hydroxide and saline in this order, dried over anhydrous magnesium sulfate and con... Starting materials: COc1ccc2ncc(OC)c(Br)c2n1, O=C([O-])O, CO, [H][H], [Na+]. As a reaction SMILES: [Br:1][c:2]1[c:3]([O:14][CH3:15])[cH:4][n:5][c:6]2[cH:7][cH:8][c:9]([O:12][CH3:13])[n:10][c:11]12.[C:16](=[O:17])([O-:18])[OH:19].[CH3:23][OH:24].[H:21][H:22].[Na+:20]>>[cH:2]1[c:3]([O:14][CH3:15])[cH:4][n:5][c:6]2[cH:7][cH:8][c:9]([O:12][CH3:13])[n:10][c:11]12. Yields the product COc1cnc2ccc(OC)nc2c1. Reactants: BrC=1C=C(C(=O)CC#N)C=CC1 (2-(3-bromobenzoyl)acetonitrile), C1(=CC=CC=C1)N(C=N)C1=CC=CC=C1 (N,N-diphenylformamidine). Run in C=1(C(=CC=CC1)C)C (xylene), CCOCC (ether). Conditions: time 3 hour. Yields the product BrC=1C=C(C(=O)C(C#N)=CNC2=CC=CC=C2)C=CC1 (2-(3-bromobenzoyl)-3-phenylaminoacrylonitrile). Yield: 74.3%. As a reaction SMILES: [Br:1][C:2]1[CH:3]=[C:4]([CH:10]=[CH:11][CH:12]=1)[C:5]([CH2:7][C:8]#[N:9])=[O:6].[C:13]1([N:19](C2C=CC=CC=2)[CH:20]=N)[CH:18]=[CH:17][CH:16]=[CH:15][CH:14]=1>C1(C)C(C)=CC=CC=1.CCOCC>[Br:1][C:2]1[CH:3]=[C:4]([CH:10]=[CH:11][CH:12]=1)[C:5]([C:7](=[CH:20][NH:19][C:13]1[CH:18]=[CH:17][CH:16]=[CH:15][CH:14]=1)[C:8]#[N:9])=[O:6]. Reported procedure: A mixture of 2-(3-bromobenzoyl)acetonitrile (16.5 g, 73.6 mmol) and N,N-diphenylformamidine (14.5 g, 73.6 mmol) in xylene (100 ml) was heated at reflux under a nitrogen atmosphere. After 3 h, the reaction mixture was cooled to room temperature and diluted with ether to give 2-(3-bromobenzoyl)-3-phenylaminoacrylonitrile (17.9 g) as a solid.